Dataset: the Open Reaction Database (ORD), a public repository of structured organic reaction records. Task: describe an organic reaction: reactants, conditions, products, and yield The reactants are C[O-].[Na+] (sodium methoxide), ClCCCOC1=CC=C2C(=NC=NC2=C1)NC=1C=C(C=CC1OCC(F)(F)F)S(=O)(=O)NC (3-({7-[(3-chloropropyl)oxy]-4-quinazolinyl}amino)-N-methyl-4-[(2,2,2-trifluoroethyl)oxy]benzenesulfonamide), Cl (HCl). The solvent is CO (methanol), C(=O)(O)[O-].[Na+] (NaHCO3), CO (MeOH). Yields the product CNS(=O)(=O)C1=CC(=C(C=C1)OCC(F)(F)F)NC1=NC=NC2=CC(=CC=C12)OCCCOC (N-methyl-3-[(7-{[3-(methyloxy)propyl]oxy}-4-quinazolinyl)amino]-4-[(2,2,2-trifluoroethyl)oxy]benzenesulfonamide). Isolated yield 25.0%. RXN SMILES: Cl[CH2:2][CH2:3][CH2:4][O:5][C:6]1[CH:15]=[C:14]2[C:9]([C:10]([NH:16][C:17]3[CH:18]=[C:19]([S:29]([NH:32][CH3:33])(=[O:31])=[O:30])[CH:20]=[CH:21][C:22]=3[O:23][CH2:24][C:25]([F:28])([F:27])[F:26])=[N:11][CH:12]=[N:13]2)=[CH:8][CH:7]=1.[CH3:34][O-:35].[Na+].Cl>CO.C([O-])(O)=O.[Na+]>[CH3:33][NH:32][S:29]([C:19]1[CH:20]=[CH:21][C:22]([O:23][CH2:24][C:25]([F:26])([F:27])[F:28])=[C:17]([NH:16][C:10]2[C:9]3[C:14](=[CH:15][C:6]([O:5][CH2:4][CH2:3][CH2:2][O:35][CH3:34])=[CH:7][CH:8]=3)[N:13]=[CH:12][N:11]=2)[CH:18]=1)(=[O:30])=[O:31] |f:1.2,5.6|. Procedure: A mixture of 3-({7-[(3-chloropropyl)oxy]-4-quinazolinyl}amino)-N-methyl-4-[(2,2,2-trifluoroethyl)oxy]benzenesulfonamide (150 mg, 0.297 mmol) in MeOH (3 mL) was treated with a solution of 25% sodium methoxide in methanol (3 g, 13.88 mmol) and subjected to microwave irradiation (100° C.) for 10 minutes before being cooled and neutralized with the addition of concentrated HCl. The resulting solution was diluted with saturated aqueous NaHCO3 and extracted with CH2Cl2. The organic extracts were dried... Reactants: CCCCN1CCN(C(C(=O)OC)c2ccccc2)C(=O)C1=O, C1CCOC1, CO, Cl, [Li+], [OH-]. Yields the product CCCCN1CCN(C(C(=O)O)c2ccccc2)C(=O)C1=O. Reaction SMILES: [CH2:1]([CH2:2][CH2:3][CH3:4])[N:5]1[C:6](=[O:23])[C:7](=[O:22])[N:8]([CH:11]([C:12](=[O:13])[O:14][CH3:15])[c:16]2[cH:17][cH:18][cH:19][cH:20][cH:21]2)[CH2:9][CH2:10]1.[CH2:29]1[O:30][CH2:31][CH2:32][CH2:33]1.[CH3:27][OH:28].[ClH:26].[Li+:25].[OH-:24]>>[CH2:1]([CH2:2][CH2:3][CH3:4])[N:5]1[C:6](=[O:23])[C:7](=[O:22])[N:8]([CH:11]([C:12](=[O:13])[OH:14])[c:16]2[cH:17][cH:18][cH:19][cH:20][cH:21]2)[CH2:9][CH2:10]1. Reactants: CC1(C)OB(c2cnc(Cl)c(NS(=O)(=O)c3cccc(OC(F)F)c3)c2)OC1(C)C, CC(=O)Nc1cn2nc(Cl)ccc2n1, N#N, [Na+], [Na+], O=C([O-])[O-], C1COCCO1, O. Yields the product CC(=O)Nc1cn2nc(-c3cnc(Cl)c(NS(=O)(=O)c4cccc(OC(F)F)c4)c3)ccc2n1. As a reaction SMILES: [Cl:1][c:2]1[n:3][cH:4][c:5]([B:22]2[O:23][C:24]([CH3:25])([CH3:26])[C:27]([CH3:28])([CH3:29])[O:30]2)[cH:6][c:7]1[NH:8][S:9](=[O:10])(=[O:11])[c:12]1[cH:13][c:14]([O:18][CH:19]([F:20])[F:21])[cH:15][cH:16][cH:17]1.[Cl:31][c:32]1[cH:33][cH:34][c:35]2[n:36]([n:37]1)[cH:38][c:39]([NH:41][C:42]([CH3:43])=[O:44])[n:40]2.[N:51]#[N:52].[Na+:45].[Na+:46].[O-:47][C:48](=[O:49])[O-:50].[O:54]1[CH2:55][CH2:56][O:57][CH2:58][CH2:59]1.[OH2:53]>>[Cl:1][c:2]1[n:3][cH:4][c:5](-[c:32]2[cH:33][cH:34][c:35]3[n:36]([n:37]2)[cH:38][c:39]([NH:41][C:42]([CH3:43])=[O:44])[n:40]3)[cH:6][c:7]1[NH:8][S:9](=[O:10])(=[O:11])[c:12]1[cH:13][c:14]([O:18][CH:19]([F:20])[F:21])[cH:15][cH:16][cH:17]1. Reactants: C(C)(C)(C)OC(=O)N1CC(CC1)N (3-Amino-pyrrolidine-1-carboxylic acid tert-butyl ester), ClC1=CC=C(C=O)C=C1 (4-Chloro-benzaldehyde), [BH4-].[Na+] (NaBH4), resultant solution. The solvent is CO (methanol). Reaction conditions: temperature 0 celsius, time 1 hour. The product is C(C)(C)(C)OC(=O)N1CC(CC1)NCC1=CC=C(C=C1)Cl (3-(4-Chloro-benzylamino)-pyrrolidine-1-carboxylic acid tert-butyl ester). As a reaction SMILES: [C:1]([O:5][C:6]([N:8]1[CH2:12][CH2:11][CH:10]([NH2:13])[CH2:9]1)=[O:7])([CH3:4])([CH3:3])[CH3:2].[Cl:14][C:15]1[CH:22]=[CH:21][C:18]([CH:19]=O)=[CH:17][CH:16]=1.[BH4-].[Na+]>CO>[C:1]([O:5][C:6]([N:8]1[CH2:12][CH2:11][CH:10]([NH:13][CH2:19][C:18]2[CH:21]=[CH:22][C:15]([Cl:14])=[CH:16][CH:17]=2)[CH2:9]1)=[O:7])([CH3:4])([CH3:2])[CH3:3] |f:2.3|. Procedure: To a solution of 3-Amino-pyrrolidine-1-carboxylic acid tert-butyl ester (2 g, 10.7 mmol) in methanol (20 mL) was added 4-Chloro-benzaldehyde (1.5 g, 10.7 mmol). The resultant solution was heated at 60° C. overnight. The reaction mixture was cooled to 0° C. and to it was added NaBH4 (629 mg, 10 mmol). After 1 h, the reaction solution was quenched with saturated NaHCO3 solution and extracted with ethyl acetate. The organic extract was dried over MgSO4, filtered and concentrated to provide the crud... Reactants: NC1=C(C=CC=C1)S(=O)(=O)N (2-Aminobenzene-sulfonamide), ClCCCC(=O)Cl (4-chlorobutanoyl chloride). Yields the product C1CCC2=NS(C3=C(N21)C=CC=C3)(=O)=O (1,2,3,5-tetrahydrobenzo[e]pyrrolo[2,1-c]-1,2,4-thiadiazine-5,5-dioxide). Reaction SMILES: [NH2:1][C:2]1[CH:7]=[CH:6][CH:5]=[CH:4][C:3]=1[S:8]([NH2:11])(=[O:10])=[O:9].Cl[CH2:13][CH2:14][CH2:15][C:16](Cl)=O>>[CH2:13]1[N:1]2[C:16](=[N:11][S:8](=[O:9])(=[O:10])[C:3]3[CH:4]=[CH:5][CH:6]=[CH:7][C:2]=32)[CH2:15][CH2:14]1. Reported procedure: 2-Aminobenzene-sulfonamide was transformed by Method E (using 4-chlorobutanoyl chloride). The reactants are FC1=CC=C(C=C1)C(C1=CC=C(C=C1)F)(Cl)Cl (bis(4-fluorophenyl)methylene chloride), [I-].[K+] (potassium iodide), [OH-].[Na+] (sodium hydroxide), C(C)(=O)NC(C(=O)OCC)C(=O)OCC (diethyl acetamidomalonate), CC(C)([O-])C.[K+] (potassium t-butoxide). Solvent: C1(=CC=CC=C1)C (toluene), CN1C(CCC1)=O (N-methyl-2-pyrrolidone). Conditions: time 1 hour. The product is C(C)(=O)NC(C(=O)O)C(C1=CC=C(C=C1)F)C1=CC=C(C=C1)F (2-acetylamino-3,3-bis(4-fluorophenyl)propanoic acid). Yield: 88.8%. As a reaction SMILES: [C:1]([NH:4][CH:5](C(OCC)=O)[C:6]([O:8]CC)=[O:7])(=[O:3])[CH3:2].CC(C)([O-])C.[K+].[F:22][C:23]1[CH:28]=[CH:27][C:26]([C:29](Cl)(Cl)[C:30]2[CH:35]=[CH:34][C:33]([F:36])=[CH:32][CH:31]=2)=[CH:25][CH:24]=1.[I-].[K+].[OH-].[Na+]>CN1CCCC1=O.C1(C)C=CC=CC=1>[C:1]([NH:4][CH:5]([CH:29]([C:30]1[CH:35]=[CH:34][C:33]([F:36])=[CH:32][CH:31]=1)[C:26]1[CH:27]=[CH:28][C:23]([F:22])=[CH:24][CH:25]=1)[C:6]([OH:8])=[O:7])(=[O:3])[CH3:2] |f:1.2,4.5,6.7|. Procedure details: To a solution (1.25 M) of diethyl acetamidomalonate (5.17 g, 23.80 mmol) in N-methyl-2-pyrrolidone (18.2 mL) was added potassium t-butoxide (2.77 g, 24.69 mmol), and the mixture was stirred at room temperature for 1 hr. A toluene solution (21.79 g) of bis(4-fluorophenyl)methylene chloride (4.54 g, 19.02 mmol) and potassium iodide (3.19 g, 19.10 mol) were added, and the mixture was stirred at 70° C. for 6 hrs. After completion of the reaction, 2M aqueous sodium hydroxide solution (45 mL) was adde... Starting materials: C1(CCCCC1)C=1C=2C=CC(=CC2N2CC(COC3=C(C21)C=CC(=C3)F)NCCN(C)C)C(=O)OC (methyl 14-cyclohexyl-7-{[2-(dimethylamino)ethyl]amino}-3-fluoro-7,8-dihydro-6H-indolo[1,2-e][1,5]benzoxazocine-11-carboxylate), C=O (formaldehyde), CC(=O)O (HOAc), C(#N)[BH3-].[Na+] (sodium cyanoborohydride), [OH-].[Na+] (NaOH). Run in C(Cl)Cl (DCM), CCOC(=O)C (EtOAc). Reaction conditions: time 5 minute. Yields the product C1(CCCCC1)C=1C=2C=CC(=CC2N2CC(COC3=C(C21)C=CC(=C3)F)N(C)CCN(C)C)C(=O)OC (methyl 14-cyclohexyl-7-[[2-(dimethylamino)ethyl](methyl)amino]-3-fluoro-7,8-dihydro-6H-indolo[1,2-e][1,5]benzoxazocine-11-carboxylate). RXN SMILES: [CH:1]1([C:7]2[C:8]3[CH:9]=[CH:10][C:11]([C:33]([O:35][CH3:36])=[O:34])=[CH:12][C:13]=3[N:14]3[C:21]=2[C:20]2[CH:22]=[CH:23][C:24]([F:26])=[CH:25][C:19]=2[O:18][CH2:17][CH:16]([NH:27][CH2:28][CH2:29][N:30]([CH3:32])[CH3:31])[CH2:15]3)[CH2:6][CH2:5][CH2:4][CH2:3][CH2:2]1.C=O.[CH3:39]C(O)=O.C([BH3-])#N.[Na+].[OH-].[Na+]>C(Cl)Cl.CCOC(C)=O>[CH:1]1([C:7]2[C:8]3[CH:9]=[CH:10][C:11]([C:33]([O:35][CH3:36])=[O:34])=[CH:12][C:13]=3[N:14]3[C:21]=2[C:20]2[CH:22]=[CH:23][C:24]([F:26])=[CH:25][C:19]=2[O:18][CH2:17][CH:16]([N:27]([CH2:28][CH2:29][N:30]([CH3:32])[CH3:31])[CH3:39])[CH2:15]3)[CH2:2][CH2:3][CH2:4][CH2:5][CH2:6]1 |f:3.4,5.6|. Reported procedure: To a solution of crude methyl 14-cyclohexyl-7-{[2-(dimethylamino)ethyl]amino}-3-fluoro-7,8-dihydro-6H-indolo[1,2-e][1,5]benzoxazocine-11-carboxylate (from Step 5) in DCM (0.05 M) was added formaldehyde (3.0 eq) and HOAc (5.5 eq), followed by sodium cyanoborohydride (3 eq). NaOH (20 eq, 1 N) was added after 2 h, and after stirring for 5 min the mixture was taken into EtOAc and washed with water and brine. Drying over Na2SO4 and concentration i. vac. gave the crude product which was used without f... The reactants are BrC=1N=C(C(=NC1)N)C=1N(C2=C(C=NC=C2)N1)CC (5-bromo-3-(1-ethyl-1H-imidazo[4,5-c]pyridin-2-yl)pyrazin-2-amine), C(#C)C1=CC=C(N)C=C1 (4-ethynylaniline). The reagents and catalysts are [Cu](I)I (copper iodide), Cl[Pd]([P](C1=CC=CC=C1)(C2=CC=CC=C2)C3=CC=CC=C3)([P](C4=CC=CC=C4)(C5=CC=CC=C5)C6=CC=CC=C6)Cl (dichlorobis(triphenylphosphine)palladium(II)). Solvent: C(C)N(CC)CC (triethyl amine). Conditions: time 1 hour. Product: NC1=CC=C(C=C1)C#CC=1N=C(C(=NC1)N)C=1N(C2=C(C=NC=C2)N1)CC (5-[(4-aminophenyl)ethynyl]-3-(1-ethyl-1H-imidazo[4,5-c]pyridin-2-yl)pyrazin-2-amine). RXN SMILES: Br[C:2]1[N:3]=[C:4]([C:9]2[N:10]([CH2:18][CH3:19])[C:11]3[CH:16]=[CH:15][N:14]=[CH:13][C:12]=3[N:17]=2)[C:5]([NH2:8])=[N:6][CH:7]=1.[C:20]([C:22]1[CH:28]=[CH:27][C:25]([NH2:26])=[CH:24][CH:23]=1)#[CH:21]>Cl[Pd](Cl)([P](C1C=CC=CC=1)(C1C=CC=CC=1)C1C=CC=CC=1)[P](C1C=CC=CC=1)(C1C=CC=CC=1)C1C=CC=CC=1.[Cu](I)I.C(N(CC)CC)C>[NH2:26][C:25]1[CH:27]=[CH:28][C:22]([C:20]#[C:21][C:2]2[N:3]=[C:4]([C:9]3[N:10]([CH2:18][CH3:19])[C:11]4[CH:16]=[CH:15][N:14]=[CH:13][C:12]=4[N:17]=3)[C:5]([NH2:8])=[N:6][CH:7]=2)=[CH:23][CH:24]=1 |^1:31,50|. Procedure: 5-Bromo-3-(1-ethyl-1H-imidazo[4,5-c]pyridin-2-yl)pyrazin-2-amine (0.051 g, 0.16 mmol) (made in example 2), 4-ethynylaniline (0.060 g, 0.51 mmol), dichlorobis(triphenylphosphine)palladium(II) (0.006 g, 0.009 mmol), copper iodide (0.004 g, 0.02 mmol) and triethyl amine (3 mL) were combined and subjected to 180° C. for 1 hr in a SmithSynthesizer microwave. The resulting mixture is treated with silica gel, and the volatiles removed in vacuo. The title compound is obtained by silica gel chromatograph... Reactants: CC(=O)Oc1c(C)cccc1C1CC1, CO, [Na+], [OH-]. Product: Cc1cccc(C2CC2)c1O. RXN SMILES: [C:1](=[O:2])([CH3:3])[O:4][c:5]1[c:6]([CH:12]2[CH2:13][CH2:14]2)[cH:7][cH:8][cH:9][c:10]1[CH3:11].[CH3:17][OH:18].[Na+:16].[OH-:15]>>[OH:4][c:5]1[c:6]([CH:12]2[CH2:13][CH2:14]2)[cH:7][cH:8][cH:9][c:10]1[CH3:11]. The reactants are C=O, CC1(C)CS(=O)(=O)CC(C)(C)N1, Cl, N#C[K]. Yields the product CC1(C)CS(=O)(=O)CC(C)(C)N1CC#N. As a reaction SMILES: [CH2:16]=[O:17].[CH3:1][C:2]1([CH3:12])[NH:3][C:4]([CH3:10])([CH3:11])[CH2:5][S:6](=[O:8])(=[O:9])[CH2:7]1.[ClH:18].[K:13][C:14]#[N:15]>>[CH3:1][C:2]1([CH3:12])[N:3]([CH2:16][C:14]#[N:15])[C:4]([CH3:10])([CH3:11])[CH2:5][S:6](=[O:8])(=[O:9])[CH2:7]1.